This data is from the Open Reaction Database (ORD), a public repository of structured organic reaction records. The task is: describe an organic reaction: reactants, conditions, products, and yield The reactants are N1C=NC=C1 (imidazole), [H-].[Na+] (sodium hydride), FC=1C=C(C(=O)C2=C(C=C(C=C2C)C)C)C=CC1 (3-fluoro-2',4',6'-trimethylbenzophenone). The solvent is CN(P(N(C)C)(N(C)C)=O)C (hexamethylphosphoric triamide). Reaction conditions: temperature 40 celsius. Yields the product N1(C=NC=C1)C=1C=C(C(=O)C2=C(C=C(C=C2C)C)C)C=CC1 (3-(1-imidazolyl)-2',4',6'-trimethylbenzophenone). Isolated yield 80.4%. RXN SMILES: [H-].[Na+].[NH:3]1[CH:7]=[CH:6][N:5]=[CH:4]1.F[C:9]1[CH:10]=[C:11]([CH:23]=[CH:24][CH:25]=1)[C:12]([C:14]1[C:19]([CH3:20])=[CH:18][C:17]([CH3:21])=[CH:16][C:15]=1[CH3:22])=[O:13]>CN(C)P(=O)(N(C)C)N(C)C>[N:3]1([C:9]2[CH:10]=[C:11]([CH:23]=[CH:24][CH:25]=2)[C:12]([C:14]2[C:15]([CH3:22])=[CH:16][C:17]([CH3:21])=[CH:18][C:19]=2[CH3:20])=[O:13])[CH:7]=[CH:6][N:5]=[CH:4]1 |f:0.1|. Reported procedure: To a suspension of 2.9 g of sodium hydride (60% dispersion in mineral oil) in 50 ml of hexamethylphosphoric triamide is added 5.3 g of imidazole over a 30 minute period under heating at 40° C. After the addition is complete, the mixture is stirred at room temperature for an hour. To the reaction mixture is added 16.6 g of 3-fluoro-2',4',6'-trimethylbenzophenone and the mixture is stirred at 70° C. for 24 hours. The reaction solution is poured into ice-cold water and extracted with ethyl acetate.... Starting materials: CCCCO, COc1ccc(C(N)=O)cc1OC, CCOC(=O)c1sc(-c2ccc(OC)c(OC)c2)nc1C, CCO, CCOC(=O)C(Cl)C(C)=O, N. As a reaction SMILES: [CH2:46]([OH:47])[CH2:48][CH2:49][CH3:50].[CH3:23][O:24][c:25]1[cH:26][c:27]([C:34]([NH2:30])=[O:35])[cH:28][cH:29][c:31]1[O:32][CH3:33].[CH3:2][O:3][c:4]1[cH:5][c:6](-[c:12]2[s:13][c:14]([C:18]([O:20][CH2:19][CH3:21])=[O:22])[c:15]([CH3:17])[n:16]2)[cH:7][cH:8][c:9]1[O:10][CH3:11].[CH3:51][CH2:52][OH:53].[Cl:36][CH:37]([C:38]([CH3:39])=[O:40])[C:41]([O:42][CH2:43][CH3:44])=[O:45].[NH3:1]>>[CH3:2][O:3][c:4]1[cH:5][c:6](-[c:12]2[s:13][c:14]([C:18](=[O:20])[NH2:30])[c:15]([CH3:17])[n:16]2)[cH:7][cH:8][c:9]1[O:10][CH3:11]. Yields the product COc1ccc(-c2nc(C)c(C(N)=O)s2)cc1OC.